From a dataset of the Open Reaction Database (ORD), a public repository of structured organic reaction records. describe an organic reaction: reactants, conditions, products, and yield Reactants: Cl.NC=1N=CN(C1C(=O)N)CC1=CC=C(C=C1)C(C)(C)C (4-amino-1-(4-t-butylbenzyl)-5-imidazolecarboxamide hydrochloride), C(C1=CC=CC=C1)(=O)Cl (benzoyl chloride), C(C1=CC=NC=C1)(=O)Cl (isonicotinic chloride). Product: C(C)(C)(C)C1=CC=C(CN2C=NC(=C2C(=O)N)NC(=O)C2=CC=NC=C2)C=C1 (1-(4-t-butylbenzyl)-4-(4-pyridylcarbonylamino)-5-imidazolecarboxamide). Isolated yield 89.0%. RXN SMILES: Cl.[NH2:2][C:3]1[N:4]=[CH:5][N:6]([CH2:11][C:12]2[CH:17]=[CH:16][C:15]([C:18]([CH3:21])([CH3:20])[CH3:19])=[CH:14][CH:13]=2)[C:7]=1[C:8]([NH2:10])=[O:9].C(Cl)(=O)C1C=CC=CC=1.[C:31](Cl)(=[O:38])[C:32]1[CH:37]=[CH:36][N:35]=[CH:34][CH:33]=1>>[C:18]([C:15]1[CH:16]=[CH:17][C:12]([CH2:11][N:6]2[C:7]([C:8]([NH2:10])=[O:9])=[C:3]([NH:2][C:31]([C:32]3[CH:37]=[CH:36][N:35]=[CH:34][CH:33]=3)=[O:38])[N:4]=[CH:5]2)=[CH:13][CH:14]=1)([CH3:21])([CH3:20])[CH3:19] |f:0.1|. Reported procedure: An amidation reaction and post-treatment were carried out following the conditions of Example 1, using 1.63 g (5.28 mmol) of 4-amino-1-(4-t-butylbenzyl)-5-imidazolecarboxamide hydrochloride prepared in the same manner as in Example 57 and, instead of benzoyl chloride, isonicotinic chloride which was prepared separately by a conventional method, to obtain 1.78 g of 1-(4-t-butylbenzyl)-4-(4-pyridylcarbonylamino)-5-imidazolecarboxamide (yield 89%). Reactants: ClC1=CC=C(C=C1)C1(CC1)NC1=NC(=NC(=N1)OCC(F)(F)F)NC1=CC=C(C(=O)O)C=C1 (4-(4-(1-(4-chlorophenyl)cyclopropylamino)-6-(2,2,2-trifluoroethoxy)-1,3,5-triazin-2-ylamino)benzoic acid), F[B-](F)(F)F.N1(N=NC2=C1C=CC=C2)OC(=[N+](C)C)N(C)C (benzotriazol-1-yl-N,N,N′,N′-tetramethyluronium tetrafluoroborate), Cl.N[C@H](C(=O)OC)CNC(=O)OC(C)(C)C ((S)-methyl 2-amino-3-(tert-butoxycarbonylamino)propanoate hydrochloride), CCN(C(C)C)C(C)C (iPr2NEt). The solvent is CN(C)C=O (DMF). Run at time 4 hour. The product is C(C)(C)(C)OC(=O)NC[C@@H](C(=O)OC)NC(C1=CC=C(C=C1)NC1=NC(=NC(=N1)NC1(CC1)C1=CC=C(C=C1)Cl)OCC(F)(F)F)=O ((S)-methyl 3-(tert-butoxycarbonylamino)-2-(4-(4-(1-(4-chlorophenyl)cyclopropylamino)-6-(2,2,2-trifluoroethoxy)-1,3,5-triazin-2-ylamino)benzamido)propanoate). As a reaction SMILES: [Cl:1][C:2]1[CH:7]=[CH:6][C:5]([C:8]2([NH:11][C:12]3[N:17]=[C:16]([O:18][CH2:19][C:20]([F:23])([F:22])[F:21])[N:15]=[C:14]([NH:24][C:25]4[CH:33]=[CH:32][C:28]([C:29](O)=[O:30])=[CH:27][CH:26]=4)[N:13]=3)[CH2:10][CH2:9]2)=[CH:4][CH:3]=1.F[B-](F)(F)F.N1(OC(N(C)C)=[N+](C)C)C2C=CC=CC=2N=N1.Cl.[NH2:57][C@@H:58]([CH2:63][NH:64][C:65]([O:67][C:68]([CH3:71])([CH3:70])[CH3:69])=[O:66])[C:59]([O:61][CH3:62])=[O:60].CCN(C(C)C)C(C)C>CN(C=O)C>[C:68]([O:67][C:65]([NH:64][CH2:63][C@H:58]([NH:57][C:29](=[O:30])[C:28]1[CH:27]=[CH:26][C:25]([NH:24][C:14]2[N:13]=[C:12]([NH:11][C:8]3([C:5]4[CH:6]=[CH:7][C:2]([Cl:1])=[CH:3][CH:4]=4)[CH2:9][CH2:10]3)[N:17]=[C:16]([O:18][CH2:19][C:20]([F:23])([F:21])[F:22])[N:15]=2)=[CH:33][CH:32]=1)[C:59]([O:61][CH3:62])=[O:60])=[O:66])([CH3:71])([CH3:70])[CH3:69] |f:1.2,3.4|. Procedure: To a solution of 4-(4-(1-(4-chlorophenyl)cyclopropylamino)-6-(2,2,2-trifluoroethoxy)-1,3,5-triazin-2-ylamino)benzoic acid (50 mg) in DMF (2 mL) was added O-(benzotriazol-1-yl-N,N,N′,N′-tetramethyluronium tetrafluoroborate (23.82 mg) and (S)-methyl 2-amino-3-(tert-butoxycarbonylamino)propanoate hydrochloride (18.90 mg) and iPr2NEt (0.052 ml). After stirring at rt for 4 h, the mixture was purified by preparative HPLC to give (S)-methyl 3-(tert-butoxycarbonylamino)-2-(4-(4-(1-(4-chlorophenyl)cyclop... The yield is 42.4%. The product is NC1=C2C(=NC=N1)N(N=C2I)CC2(CCN(CC2)C(=O)OC(C)(C)C)O (tert-butyl 4-[(4-amino-3-iodo-1H-pyrazolo[3,4-d]pyrimidin-1-yl)methyl]-4-hydroxy-1-piperidinecarboxylate). Solvent: CN(C=O)C (N,N-dimethylformamide). Procedure details: A mixture of 3-iodo-1H-pyrazolo[3,4-d]pyrimidin-4-amine (0.86 g, 0.0033 mol), tert-butyl 1-oxa-6-azaspiro[2.5]octane-6-carboxylate (0.7 g, 0.0033 mol) and cesium carbonate (1.1 g, 0.0033 mol) in anhydrous N,N-dimethylformamide (30 mL) was stirred at 60° C. for 18 hours. The solvent was removed under reduced pressure. The residue was partitioned between water and dichloromethane (200 mL). The organic layer was washed with water and brine, and dried over magnesium sulfate. The solvent was removed ... Reactants: IC1=NNC2=NC=NC(=C21)N (3-iodo-1H-pyrazolo[3,4-d]pyrimidin-4-amine), O1CC12CCN(CC2)C(=O)OC(C)(C)C (tert-butyl 1-oxa-6-azaspiro[2.5]octane-6-carboxylate), C([O-])([O-])=O.[Cs+].[Cs+] (cesium carbonate). Reaction conditions: temperature 60 celsius, time 18 hour. RXN SMILES: [I:1][C:2]1[C:10]2[C:5](=[N:6][CH:7]=[N:8][C:9]=2[NH2:11])[NH:4][N:3]=1.[O:12]1[C:14]2([CH2:19][CH2:18][N:17]([C:20]([O:22][C:23]([CH3:26])([CH3:25])[CH3:24])=[O:21])[CH2:16][CH2:15]2)[CH2:13]1.C(=O)([O-])[O-].[Cs+].[Cs+]>CN(C)C=O>[NH2:11][C:9]1[N:8]=[CH:7][N:6]=[C:5]2[N:4]([CH2:13][C:14]3([OH:12])[CH2:15][CH2:16][N:17]([C:20]([O:22][C:23]([CH3:26])([CH3:25])[CH3:24])=[O:21])[CH2:18][CH2:19]3)[N:3]=[C:2]([I:1])[C:10]=12 |f:2.3.4|. Starting materials: ClCCl, CC(C)N=C=O, OCCCCCNCCCCCSc1nc(-c2ccccc2)c(-c2ccccc2)[nH]1. The product is CC(C)NC(=O)N(CCCCCO)CCCCCSc1nc(-c2ccccc2)c(-c2ccccc2)[nH]1. Reaction SMILES: [CH2:37]([Cl:38])[Cl:39].[CH:31]([CH3:32])([CH3:33])[N:34]=[C:35]=[O:36].[c:1]1(-[c:7]2[n:8][c:9]([S:18][CH2:19][CH2:20][CH2:21][CH2:22][CH2:23][NH:24][CH2:25][CH2:26][CH2:27][CH2:28][CH2:29][OH:30])[nH:10][c:11]2-[c:12]2[cH:13][cH:14][cH:15][cH:16][cH:17]2)[cH:2][cH:3][cH:4][cH:5][cH:6]1>>[c:1]1(-[c:7]2[n:8][c:9]([S:18][CH2:19][CH2:20][CH2:21][CH2:22][CH2:23][N:24]([CH2:25][CH2:26][CH2:27][CH2:28][CH2:29][OH:30])[C:35]([NH:34][CH:31]([CH3:32])[CH3:33])=[O:36])[nH:10][c:11]2-[c:12]2[cH:13][cH:14][cH:15][cH:16][cH:17]2)[cH:2][cH:3][cH:4][cH:5][cH:6]1. Reactants: C(#N)C=1C=C(NC1)C(=O)N (4-cyanopyrrole-2-carboxamide), COC1=CC=C(C=C1)P1(SP(S1)(C1=CC=C(C=C1)OC)=S)=S (2,4-bis(4-methoxyphenyl)-1,3-dithia-2,4-diphosphetane-2,4-disulfide). Run in C1(=CC=CC=C1)C (toluene), O1CCCC1 (tetrahydrofuran). Conditions: temperature 100 celsius. Yields the product hexanes ethyl acetate, C(#N)C=1C=C(NC1)C(N)=S (4-Cyanopyrrole-2-thiocarboxamide). The yield is 60.1%. Reaction SMILES: [C:1]([C:3]1[CH:4]=[C:5]([C:8]([NH2:10])=O)[NH:6][CH:7]=1)#[N:2].COC1C=CC(P2(=S)SP(=S)(C3C=CC(OC)=CC=3)[S:20]2)=CC=1>C1(C)C=CC=CC=1.O1CCCC1>[C:1]([C:3]1[CH:4]=[C:5]([C:8](=[S:20])[NH2:10])[NH:6][CH:7]=1)#[N:2]. Reported procedure: A mixture of 4-cyanopyrrole-2-carboxamide (1.35 g, 10.0 mmol) and 2,4-bis(4-methoxyphenyl)-1,3-dithia-2,4-diphosphetane-2,4-disulfide (4.0 g, 9.9 mmol) in toluene is heated at 100° C. for 41/2 hours, diluted with tetrahydrofuran and heated at reflux for 20 minutes. The reaction mixture is then cooled and concentrated in vacuo to obtain a residue. Chromatography of the residue using silica gel and a 4:1 hexanes/ethyl acetate mixture gives the title product as a yellow solid (0.9 g, mp 253° C. dec... The reactants are NCCCCC(C(=O)N)(C)C (3-aminopropylpivalamide). Reagents/catalysts: [Pd] (palladium on alumina). Run in N1=CC=CC=C1 (pyridine). Product: C(C)(C)(C)C1=NC=CC=N1 (2-t-butylpyrimidine). Reaction SMILES: NCCC[CH2:5][C:6]([CH3:11])([CH3:10])[C:7]([NH2:9])=O>[Pd].N1C=CC=CC=1>[C:6]([C:7]1[N:9]=[CH:5][CH:6]=[CH:7][N:9]=1)([CH3:5])([CH3:10])[CH3:11]. Procedure details: A pyridine solution of 3-aminopropylpivalamide (approximately 35 percent by weight aminoamide) was fed continuously to a heated 1"×20" reactor maintained at 330° to 345° C. The reactor was packed with 50 g of 0.5 percent palladium on alumina. After removal of pyridine by distillation, the product, 2-t-butylpyrimidine was obtained, b.p. 160° to 163° C. Starting materials: C(=O)(OC(C)(C)C)NCC(=O)O (N-Boc-glycine), Cl.C(C1=CC=CC=C1)OC([C@H]1NCCC1)=O (L-proline benzyl ester hydrochloride), C(C1=CC=CC=C1)OC(=O)[C@H]1N(CCC1)C([C@@H](C1=CC=CC=C1)NC(=O)OC(C)(C)C)=O ((S,R)-1-(2-tert-butoxycarbonylamino-2-phenylacetyl)-pyrrolidine-2-carboxylic acid benzyl ester). Product: C(C1=CC=CC=C1)OC(=O)[C@H]1N(CCC1)C(CNC(=O)OC(C)(C)C)=O ((S)-1-(2-tert-butoxycarbonylamino-acetyl)-pyrrolidine-2-carboxylic acid benzyl ester). As a reaction SMILES: C(NCC(O)=O)(OC(C)(C)C)=O.Cl.C(OC(=O)[C@@H]1CCCN1)C1C=CC=CC=1.[CH2:29]([O:36][C:37]([C@@H:39]1[CH2:43][CH2:42][CH2:41][N:40]1[C:44](=[O:60])[C@H:45]([NH:52][C:53]([O:55][C:56]([CH3:59])([CH3:58])[CH3:57])=[O:54])C1C=CC=CC=1)=[O:38])[C:30]1[CH:35]=[CH:34][CH:33]=[CH:32][CH:31]=1>>[CH2:29]([O:36][C:37]([C@@H:39]1[CH2:43][CH2:42][CH2:41][N:40]1[C:44](=[O:60])[CH2:45][NH:52][C:53]([O:55][C:56]([CH3:58])([CH3:57])[CH3:59])=[O:54])=[O:38])[C:30]1[CH:31]=[CH:32][CH:33]=[CH:34][CH:35]=1 |f:1.2|. Procedure: Compound 26 was synthesized from N-Boc-glycine and L-proline benzyl ester hydrochloride, following the procedure as described for compound 2a, as a white crystallized solid. MS (ESI, EI+) m/z=363 (MH+).